Dataset: the Open Reaction Database (ORD), a public repository of structured organic reaction records. Task: describe an organic reaction: reactants, conditions, products, and yield The reactants are Clc1ccc(CBr)cc1, CC(C)(C)[O-], O=C(O)c1cc(Cl)c[nH]1, [K+], CN(C)C=O, O. Product: O=C(O)c1cc(Cl)cn1Cc1ccc(Cl)cc1. Reaction SMILES: [Br:21][CH2:22][c:23]1[cH:24][cH:25][c:26]([Cl:29])[cH:27][cH:28]1.[CH3:15][C:16]([CH3:17])([O-:18])[CH3:19].[Cl:1][c:2]1[cH:3][c:4]([C:7](=[O:8])[OH:9])[nH:5][cH:6]1.[K+:20].[O:10]=[CH:11][N:12]([CH3:13])[CH3:14].[OH2:30]>>[Cl:1][c:2]1[cH:3][c:4]([C:7](=[O:8])[OH:9])[n:5]([CH2:22][c:23]2[cH:24][cH:25][c:26]([Cl:29])[cH:27][cH:28]2)[cH:6]1.